From a dataset of the Open Reaction Database (ORD), a public repository of structured organic reaction records. describe an organic reaction: reactants, conditions, products, and yield Starting materials: IC1=C(C(=CC(=C1)I)I)O (2,4,6-triiodophenol), C([O-])([O-])=O.[K+].[K+] (potassium carbonate), C1(CCCC1)CCCS(=O)(=O)[O-] (2-cyclopentylethylmethanesulfonate). Run in CN(C=O)C (dimethylformamide), CN(C=O)C (dimethylformamide). Reaction conditions: temperature 65 celsius. Product: IC1=C(OCCC2CCCC2)C(=CC(=C1)I)I (2-(2,4,6-Triiodophenoxy)ethylcyclopentane). The yield is 72.2%. Reaction SMILES: [I:1][C:2]1[CH:7]=[C:6]([I:8])[CH:5]=[C:4]([I:9])[C:3]=1[OH:10].C(=O)([O-])[O-].[K+].[K+].[CH:17]1([CH2:22][CH2:23]CS([O-])(=O)=O)[CH2:21][CH2:20][CH2:19][CH2:18]1>CN(C)C=O>[I:1][C:2]1[CH:7]=[C:6]([I:8])[CH:5]=[C:4]([I:9])[C:3]=1[O:10][CH2:23][CH2:22][CH:17]1[CH2:21][CH2:20][CH2:19][CH2:18]1 |f:1.2.3|. Reported procedure: To a stirred mixture of 2,4,6-triiodophenol (20.36 g, 43.2 mmol) and milled anhydrous potassium carbonate (7.2 g, 52.2 mmol) in 75 ml of dry dimethylformamide was added dropwise over 10 minutes, a solution of 2-cyclopentylethylmethanesulfonate (8.2 g, 42.7 mmol) in 10 ml of dimethylformamide. The mixture was heated at 65° C. under argon overnight and the solvent was then removed under vacuum. The resulting amber residue was partitioned between ethyl acetate (200 ml) and water (30 ml). The aqueou... The reactants are N1C=NC=C1 (Imidazole), N[C@@H](CC1=CC=C2C=CC=CC2=C1)C(=O)O (Nal), ClCC1=CC=C(C=C1)C=1CC2=C(C(=NC=N2)N(C)C)N1 ([6-(4-Chlormethyl-phenyl)-7H-pyrrolo[2,3]pyrimidin-4-yl]-dimethylamine), C(CCC)O (n-butanol). Yields the product N1(C=NC=C1)CC1=CC=C(C=C1)C1=CC2=C(N=CN=C2N(C)C)N1 ([6-(4-Imidazol-1-ylmethyl-phenyl)-7H-pyrrolo[2,3-d]pyrimidin-4-yl]-dimethylamine). Reaction SMILES: ClCC1C=CC(C2C[C:11]3[N:16]=[CH:15][N:14]=[C:13]([N:17]([CH3:19])[CH3:18])[C:12]=3N=2)=CC=1.[NH:21]1[CH:25]=[CH:24][N:23]=[CH:22]1.[NH2:26][C@H:27]([C:39](O)=O)[CH2:28][C:29]1C=C2C(C=CC=C2)=C[CH:30]=1.[CH2:42](O)[CH2:43][CH2:44][CH3:45]>>[N:21]1([CH2:45][C:44]2[CH:30]=[CH:29][C:28]([C:27]3[NH:26][C:11]4[N:16]=[CH:15][N:14]=[C:13]([N:17]([CH3:18])[CH3:19])[C:12]=4[CH:39]=3)=[CH:42][CH:43]=2)[CH:25]=[CH:24][N:23]=[CH:22]1. Procedure: [6-(4-Chlormethyl-phenyl)-7H-pyrrolo[2,3]pyrimidin-4-yl]-dimethylamine (170 mg, 0.59 mmol) is dissolved in n-butanol (7 mL) at room temperature. Imidazole (326 mg, 4.80 mmol) and a catalytic amount of Nal are added and the mixture is heated to reflux for 1.5 h. It is allowed to cool to room temperature again, concentrated in vacuo to give a yellow solid which is purified by flash chromatography (SiO2, ethyl acetate/MeOH 7:3) to give [6-(4-Imidazol-1-ylmethyl-phenyl)-7H-pyrrolo[2,3-d]pyrimidin-4-... Reactants: C(C1=CC=CC=C1)(=O)C1=C(C(=O)O)C=CC=C1 (benzoyl benzoic acid), O (water). Run in S(O)(O)(=O)=O (sulfuric acid). The product is C1=CC=CC=2C(C3=CC=CC=C3C(C12)=O)=O (anthraquinone). Yield: 91.3%. RXN SMILES: [C:1]([C:9]1[CH:17]=[CH:16][CH:15]=[CH:14][C:10]=1[C:11](O)=[O:12])(=[O:8])[C:2]1[CH:7]=[CH:6][CH:5]=[CH:4][CH:3]=1.O>S(=O)(=O)(O)O>[CH:14]1[C:10]2[C:11](=[O:12])[C:7]3[C:2](=[CH:3][CH:4]=[CH:5][CH:6]=3)[C:1](=[O:8])[C:9]=2[CH:17]=[CH:16][CH:15]=1. Procedure: 5 g of the purified benzoyl benzoic acid were heated at 100° C. for 2 hours in 50 g of fuming sulfuric acid (20% SO3). The mixture was run on 350 cm3 of water and ice and the precipitate obtained was filtered, washed and dried. 4.2 g of anthraquinone were obtained. Reactants: COc1cc(CCl)ccc1OCc1nc(-c2ccncc2)oc1C, COc1cc(CCl)ccc1OCc1nc(-c2ccccc2)oc1C, CC(C)(COc1cccc2[nH]c3ccccc3c12)C(=O)O, CC(C)(Oc1cccc2[nH]c3ccccc3c12)C(=O)O. Yields the product COc1cc(Cn2c3ccccc3c3c(OCC(C)(C)C(=O)O)cccc32)ccc1OCc1nc(-c2ccncc2)oc1C. Reaction SMILES: [Cl:42][CH2:43][c:44]1[cH:45][c:46]([O:64][CH3:65])[c:47]([O:48][CH2:49][c:50]2[n:51][c:52](-[c:56]3[cH:57][cH:58][n:59][cH:60][cH:61]3)[o:53][c:54]2[CH3:55])[cH:62][cH:63]1.[Cl:66][CH2:67][c:68]1[cH:69][cH:70][c:71]([O:72][CH2:73][c:74]2[n:75][c:76](-[c:77]3[cH:78][cH:79][cH:80][cH:81][cH:82]3)[o:83][c:84]2[CH3:85])[c:86]([O:87][CH3:88])[cH:89]1.[cH:1]1[cH:2][cH:3][c:4]([O:14][CH2:15][C:16]([C:17](=[O:18])[OH:19])([CH3:20])[CH3:21])[c:5]2[c:6]3[cH:7][cH:8][cH:9][cH:10][c:11]3[nH:12][c:13]12.[cH:22]1[c:23]2[nH:24][c:25]3[c:26]([cH:27][cH:28][cH:29][cH:30]3)[c:31]2[c:32]([O:33][C:34]([CH3:35])([CH3:36])[C:37]([OH:38])=[O:39])[cH:40][cH:41]1>>[cH:1]1[cH:2][cH:3][c:4]([O:14][CH2:15][C:16]([C:17](=[O:18])[OH:19])([CH3:20])[CH3:21])[c:5]2[c:6]3[cH:7][cH:8][cH:9][cH:10][c:11]3[n:12]([CH2:43][c:44]3[cH:45][c:46]([O:64][CH3:65])[c:47]([O:48][CH2:49][c:50]4[n:51][c:52](-[c:56]5[cH:57][cH:58][n:59][cH:60][cH:61]5)[o:53][c:54]4[CH3:55])[cH:62][cH:63]3)[c:13]12. Reactants: CCN, O, c1ccc(COP(OCc2ccccc2)OCc2ccccc2)cc1, Oc1ccc2ccccc2c1. The product is CCNc1ccc2ccccc2c1. RXN SMILES: [CH3:37][CH2:38][NH2:39].[OH2:40].[P:12]([O:13][CH2:14][c:15]1[cH:16][cH:17][cH:18][cH:19][cH:20]1)([O:21][CH2:22][c:23]1[cH:24][cH:25][cH:26][cH:27][cH:28]1)[O:29][CH2:30][c:31]1[cH:32][cH:33][cH:34][cH:35][cH:36]1.[cH:1]1[c:2]([OH:11])[cH:3][cH:4][c:5]2[cH:6][cH:7][cH:8][cH:9][c:10]12>>[cH:1]1[c:2]([NH:39][CH2:38][CH3:37])[cH:3][cH:4][c:5]2[cH:6][cH:7][cH:8][cH:9][c:10]12. The product is CC(=O)c1cc(NC(=N)NC(=N)N)cc(C(C)=O)c1, Cl. The reactants are N#CNC(=N)N, CC(=O)c1cc(N)cc(C(C)=O)c1, Cl, O. Reaction SMILES: [C:14](#[N:15])[NH:16][C:17](=[NH:18])[NH2:19].[C:1]([CH3:2])(=[O:3])[c:4]1[cH:5][c:6]([NH2:7])[cH:8][c:9]([C:11]([CH3:12])=[O:13])[cH:10]1.[ClH:20].[OH2:21]>>[C:1]([CH3:2])(=[O:3])[c:4]1[cH:5][c:6]([NH:7][C:14](=[NH:15])[NH:16][C:17](=[NH:18])[NH2:19])[cH:8][c:9]([C:11]([CH3:12])=[O:13])[cH:10]1.[ClH:20]. The reactants are [Li+].[OH-] (LiOH), O (water), COC(=O)C=1NC2=CC=CC(=C2C1)OC(C)C (4-Isopropoxy-1H-indole-2-carboxylic acid methyl ester). The solvent is C1CCOC1 (THF). Reaction conditions: time 48 hour. Yields the product C(C)(C)OC1=C2C=C(NC2=CC=C1)C(=O)O (4-Isopropoxy-1H-indole-2-carboxylic acid). Reaction SMILES: C[O:2][C:3]([C:5]1[NH:6][C:7]2[C:12]([CH:13]=1)=[C:11]([O:14][CH:15]([CH3:17])[CH3:16])[CH:10]=[CH:9][CH:8]=2)=[O:4].[Li+].[OH-].O>C1COCC1>[CH:15]([O:14][C:11]1[CH:10]=[CH:9][CH:8]=[C:7]2[C:12]=1[CH:13]=[C:5]([C:3]([OH:4])=[O:2])[NH:6]2)([CH3:17])[CH3:16] |f:1.2|. Procedure: 4-Isopropoxy-1H-indole-2-carboxylic acid methyl ester 76 (114 mg, 0.49 mmol) is dissolved in 5 ml of THF. A 2M-solution of LiOH in water (2.5 ml, 5 mmol) is added and the mixture is stirred for 48 hours. The solvent is then evaporated and the residue is partitioned between water and EtOAc. The water layer is acidified with HCl and extracted twice with EtOAc. The combined organic layers are washed with brine, dried over anhydrous sodium sulfate, filtered and evaporated to give a yellow powder.